From a dataset of the Open Reaction Database (ORD), a public repository of structured organic reaction records. describe an organic reaction: reactants, conditions, products, and yield Reactants: C1(=CC=CC=C1)C=1C=CC(=NC1C1=CC=C(C=C1)C(F)(F)F)C(=O)OCC (ethyl 5-phenyl-6-(4-trifluoromethylphenyl)-pyridine-2-carboxylate), C1(=CC=CC=C1)C=1C=CC(=NC1C1=CC=C(C=C1)C(F)(F)F)C(=O)OCC (ethyl 5-phenyl-6-(4-trifluoromethylphenyl)-pyridine-2-carboxylate). Reagents/catalysts: OS(=O)(=O)O (H2SO4). The solvent is CO (MeOH). Yields the product C1(=CC=CC=C1)C=1C=CC(=NC1C1=CC=C(C=C1)C(F)(F)F)C(=O)OC (Methyl 5-Phenyl-6-(4-trifluoromethylphenyl)-pyridine-2-carboxylate). Reaction SMILES: [C:1]1([C:7]2[CH:8]=[CH:9][C:10]([C:23]([O:25][CH2:26]C)=[O:24])=[N:11][C:12]=2[C:13]2[CH:18]=[CH:17][C:16]([C:19]([F:22])([F:21])[F:20])=[CH:15][CH:14]=2)[CH:6]=[CH:5][CH:4]=[CH:3][CH:2]=1>OS(O)(=O)=O.CO>[C:1]1([C:7]2[CH:8]=[CH:9][C:10]([C:23]([O:25][CH3:26])=[O:24])=[N:11][C:12]=2[C:13]2[CH:18]=[CH:17][C:16]([C:19]([F:21])([F:22])[F:20])=[CH:15][CH:14]=2)[CH:2]=[CH:3][CH:4]=[CH:5][CH:6]=1. Procedure: Following General Procedure E, ethyl 5-phenyl-6-(4-trifluoromethylphenyl)-pyridine-2-carboxylate (Compound 29, 103 mg, 0.28 mmol) and conc. H2SO4 (5 drops) in MeOH (5 ml) were reacted to produce the title compound as a white solid. Reactants: [Ba+2], BrBr, O=C([O-])[O-], CC(=O)OCC1CC(O)CC(O)O1, [Cl-], [Na+], O. Yields the product CC(=O)OCC1CC(O)CC(=O)O1. As a reaction SMILES: [Ba+2:18].[Br:19][Br:20].[C:14](=[O:15])([O-:16])[O-:17].[C:1]([CH3:2])(=[O:3])[O:4][CH2:5][CH:6]1[O:7][CH:8]([OH:13])[CH2:9][CH:10]([OH:12])[CH2:11]1.[Cl-:21].[Na+:22].[OH2:23]>>[C:1]([CH3:2])(=[O:3])[O:4][CH2:5][CH:6]1[O:7][C:8](=[O:13])[CH2:9][CH:10]([OH:12])[CH2:11]1. Reactants: CN1C=NC2=C1C=C(C=C2)B(O)O ((1-methyl-1H-benzo[d]imidazol-6-yl)boronic acid), NC1=C(N=NC2=C(C(=CC=C12)C)Br)C(=O)N (4-amino-8-bromo-7-methylcinnoline-3-carboxamide). The product is NC1=C(N=NC2=C(C(=CC=C12)C)C=1C=CC2=C(N(C=N2)C)C1)C(=O)N (4-amino-7-methyl-8-(1-methyl-1H-benzo[d]imidazol-6-yl)cinnoline-3-carboxamide). RXN SMILES: [CH3:1][N:2]1[C:6]2[CH:7]=[C:8](B(O)O)[CH:9]=[CH:10][C:5]=2[N:4]=[CH:3]1.[NH2:14][C:15]1[C:24]2[C:19](=[C:20](Br)[C:21]([CH3:25])=[CH:22][CH:23]=2)[N:18]=[N:17][C:16]=1[C:27]([NH2:29])=[O:28]>>[NH2:14][C:15]1[C:24]2[C:19](=[C:20]([C:8]3[CH:9]=[CH:10][C:5]4[N:4]=[CH:3][N:2]([CH3:1])[C:6]=4[CH:7]=3)[C:21]([CH3:25])=[CH:22][CH:23]=2)[N:18]=[N:17][C:16]=1[C:27]([NH2:29])=[O:28]. Reported procedure: The title compound was prepared in a manner similar to EXAMPLE 1 using (1-methyl-1H-benzo[d]imidazol-6-yl)boronic acid and 4-amino-8-bromo-7-methylcinnoline-3-carboxamide. 1H NMR (400 MHz, DMSO-d6) δ ppm 2.30 (s, 3 H), 3.83 (s, 3 H), 7.11 (dd, J=8.34, 1.52 Hz, 1 H), 7.49 (d, J=1.01 Hz, 1 H), 7.55 (br s, 1 H), 7.72 (t, J=8.46 Hz, 2 H), 8.22 (s, 1 H), 8.35 (s, 1 H), 8.37 (s, 1 H); ESI-MS m/z [M+H]+ 333.3. Starting materials: NS(=O)(=O)c1cc2cc3c(cc2n1S(=O)(=O)c1ccccc1)OCO3, [Na+], [OH-], O. Product: NS(=O)(=O)c1cc2cc3c(cc2[nH]1)OCO3. RXN SMILES: [CH2:1]1[O:2][c:3]2[cH:4][c:5]3[cH:6][c:7]([S:22]([NH2:23])(=[O:24])=[O:25])[n:8]([S:13]([c:14]4[cH:15][cH:16][cH:17][cH:18][cH:19]4)(=[O:20])=[O:21])[c:9]3[cH:10][c:11]2[O:12]1.[Na+:27].[OH-:26].[OH2:28]>>[CH2:1]1[O:2][c:3]2[cH:4][c:5]3[cH:6][c:7]([S:22]([NH2:23])(=[O:24])=[O:25])[nH:8][c:9]3[cH:10][c:11]2[O:12]1. The reactants are CCCCCC1OC1CO, CCCCCCCCOc1ccc(-c2ccc(O)cc2)nc1F, CCOC(=O)N=NC(=O)OCC, C1CCOC1, c1ccc(P(c2ccccc2)c2ccccc2)cc1. Yields the product CCCCCCCCOc1ccc(-c2ccc(OCC3OC3CCCCC)cc2)nc1F. As a reaction SMILES: [CH2:55]([CH2:56][CH2:57][CH2:58][CH3:59])[CH:60]1[CH:61]([CH2:63][OH:64])[O:62]1.[F:32][c:33]1[n:34][c:35](-[c:48]2[cH:49][cH:50][c:51]([OH:54])[cH:52][cH:53]2)[cH:36][cH:37][c:38]1[O:39][CH2:40][CH2:41][CH2:42][CH2:43][CH2:44][CH2:45][CH2:46][CH3:47].[O:1]=[C:2]([O:3][CH2:4][CH3:5])[N:6]=[N:7][C:8]([O:9][CH2:10][CH3:11])=[O:12].[O:65]1[CH2:66][CH2:67][CH2:68][CH2:69]1.[c:13]1([P:14]([c:15]2[cH:16][cH:17][cH:18][cH:19][cH:20]2)[c:21]2[cH:22][cH:23][cH:24][cH:25][cH:26]2)[cH:27][cH:28][cH:29][cH:30][cH:31]1>>[F:32][c:33]1[n:34][c:35](-[c:48]2[cH:49][cH:50][c:51]([O:54][CH2:63][CH:61]3[CH:60]([CH2:55][CH2:56][CH2:57][CH2:58][CH3:59])[O:62]3)[cH:52][cH:53]2)[cH:36][cH:37][c:38]1[O:39][CH2:40][CH2:41][CH2:42][CH2:43][CH2:44][CH2:45][CH2:46][CH3:47]. Reactants: CC(=O)O[BH-](OC(C)=O)OC(C)=O, O=C([O-])O, CNC, COC(OC)OC, CC(=O)[O-], ClCCl, ClCCCl, Cl, O=Cc1cc2cc([N+](=O)[O-])cnc2n1S(=O)(=O)c1ccccc1, [Na+], [Na+], [Na+]. Yields the product CN(C)Cc1cc2cc([N+](=O)[O-])cnc2n1S(=O)(=O)c1ccccc1. RXN SMILES: [C:35]([O:36][BH-:37]([O:38][C:39](=[O:40])[CH3:41])[O:42][C:43](=[O:44])[CH3:45])(=[O:46])[CH3:47].[C:54](=[O:55])([OH:56])[O-:57].[CH3:25][NH:26][CH3:27].[CH3:28][O:29][CH:30]([O:31][CH3:32])[O:33][CH3:34].[CH3:50][C:51](=[O:52])[O-:53].[Cl:59][CH2:60][Cl:61].[Cl:62][CH2:63][CH2:64][Cl:65].[ClH:24].[N+:1](=[O:2])([O-:3])[c:4]1[cH:5][c:6]2[c:7]([n:8][cH:9]1)[n:10]([S:15](=[O:16])(=[O:17])[c:18]1[cH:19][cH:20][cH:21][cH:22][cH:23]1)[c:11]([CH:13]=[O:14])[cH:12]2.[Na+:48].[Na+:49].[Na+:58]>>[N+:1](=[O:2])([O-:3])[c:4]1[cH:5][c:6]2[c:7]([n:8][cH:9]1)[n:10]([S:15](=[O:16])(=[O:17])[c:18]1[cH:19][cH:20][cH:21][cH:22][cH:23]1)[c:11]([CH2:13][N:26]([CH3:25])[CH3:27])[cH:12]2. The reactants are Cl (hydrochloric acid), CC(CN1C(=NC=2C(=NC=3C=CC=CC3C21)N)CCC2(OCCO2)C)C (1-(2-methylpropyl)-2-[2-(2-methyl-1,3-dioxolan-2-yl)ethyl]-1H-imidazo[4,5-c]quinolin-4-amine), [OH-].[Na+] (sodium hydroxide). The solvent is O (water). Conditions: time 30 minute. Product: NC1=NC=2C=CC=CC2C2=C1N=C(N2CC(C)C)CCC(C)=O (4-[4-amino-1-(2-methylpropyl)-1H-imidazo[4,5-c]quinolin-2-yl]butan-2-one). Isolated yield 62.4%. As a reaction SMILES: Cl.[CH3:2][CH:3]([CH3:27])[CH2:4][N:5]1[C:17]2[C:16]3[CH:15]=[CH:14][CH:13]=[CH:12][C:11]=3[N:10]=[C:9]([NH2:18])[C:8]=2[N:7]=[C:6]1[CH2:19][CH2:20][C:21]1([CH3:26])OCC[O:22]1.[OH-].[Na+]>O>[NH2:18][C:9]1[C:8]2[N:7]=[C:6]([CH2:19][CH2:20][C:21](=[O:22])[CH3:26])[N:5]([CH2:4][CH:3]([CH3:27])[CH3:2])[C:17]=2[C:16]2[CH:15]=[CH:14][CH:13]=[CH:12][C:11]=2[N:10]=1 |f:2.3|. Procedure: Concentrated hydrochloric acid (0.80 mL, 9.3 mmol) was added to a stirred suspension of 1-(2-methylpropyl)-2-[2-(2-methyl-1,3-dioxolan-2-yl)ethyl]-1H-imidazo[4,5-c]quinolin-4-amine (1.10 g, 3.10 mmol) in water (24 mL). A solution resulted and was stirred at room temperature for 30 minutes. The solution was adjusted to pH 12 with 20% aqueous sodium hydroxide. A white solid precipitated and was isolated by filtration, washed with water, and recrystallized from ethyl acetate to yield 0.6 g of 4-[4-... Reaction SMILES: [C:48](=[O:49])([O-:50])[O-:51].[CH2:37]([CH3:38])[c:39]1[cH:40][cH:41][c:42]([B:45]([OH:46])[OH:47])[cH:43][cH:44]1.[CH2:60]1[O:61][CH2:62][CH2:63][O:64][CH2:65]1.[CH3:1][c:2]1[cH:3][cH:4][cH:5][cH:6][cH:7]1.[CH3:54][CH2:55][O:56][C:57]([CH3:58])=[O:59].[Cl:8][c:9]1[n:10][cH:11][c:12]([CH3:36])[c:13]([N:15]([CH2:16][CH2:17][CH2:18][O:19][c:20]2[cH:21][c:22]3[c:26]([cH:27][cH:28]2)[CH:25]([CH2:29][C:30](=[O:31])[O:32][CH2:33][CH3:34])[CH2:24][CH2:23]3)[CH3:35])[n:14]1.[Na+:52].[Na+:53]>>[c:9]1(-[c:42]2[cH:41][cH:40][c:39]([CH2:37][CH3:38])[cH:44][cH:43]2)[n:10][cH:11][c:12]([CH3:36])[c:13]([N:15]([CH2:16][CH2:17][CH2:18][O:19][c:20]2[cH:21][c:22]3[c:26]([cH:27][cH:28]2)[CH:25]([CH2:29][C:30](=[O:31])[O:32][CH2:33][CH3:34])[CH2:24][CH2:23]3)[CH3:35])[n:14]1. The product is CCOC(=O)CC1CCc2cc(OCCCN(C)c3nc(-c4ccc(CC)cc4)ncc3C)ccc21. Starting materials: O=C([O-])[O-], CCc1ccc(B(O)O)cc1, C1COCCO1, Cc1ccccc1, CCOC(C)=O, CCOC(=O)CC1CCc2cc(OCCCN(C)c3nc(Cl)ncc3C)ccc21, [Na+], [Na+].